Dataset: the Open Reaction Database (ORD), a public repository of structured organic reaction records. Task: describe an organic reaction: reactants, conditions, products, and yield Reactants: Cl.OC(CNCCOC1=CC=C(C=C1)CC(=O)N)C1=CC=CC=C1 (4-[2-(2-Hydroxy-2-phenylethylamino)ethoxy]phenylacetamide hydrochloride), S(O)(O)(=O)=O (sulphuric acid), CO (methanol). Yields the product Cl.OC(CNCCOC1=CC=C(C=C1)CC(=O)OC)C1=CC=CC=C1 (methyl 4-[2-(2-hydroxy-2-phenylethylamino)ethoxy]phenylacetate hydrochloride). Reaction SMILES: [ClH:1].[OH:2][CH:3]([C:19]1[CH:24]=[CH:23][CH:22]=[CH:21][CH:20]=1)[CH2:4][NH:5][CH2:6][CH2:7][O:8][C:9]1[CH:14]=[CH:13][C:12]([CH2:15][C:16](N)=[O:17])=[CH:11][CH:10]=1.S(=O)(=O)(O)O.[CH3:30][OH:31]>>[ClH:1].[OH:2][CH:3]([C:19]1[CH:24]=[CH:23][CH:22]=[CH:21][CH:20]=1)[CH2:4][NH:5][CH2:6][CH2:7][O:8][C:9]1[CH:14]=[CH:13][C:12]([CH2:15][C:16]([O:31][CH3:30])=[O:17])=[CH:11][CH:10]=1 |f:0.1,4.5|. Procedure details: 4-[2-(2-Hydroxy-2-phenylethylamino)ethoxy]phenylacetamide hydrochloride (2.5 g) was heated under reflux in methanol (50 ml) containing concentrated sulphuric acid (1.5 ml) for 24 hours. The mixture was cooled and the solvent evaporated under reduced pressure. The residue was partitioned between dichloromethane (150 ml) and 5% NaHCO3 solution (150 ml). The organic layer was separated and washed successively with 5% NaHCO3 solution (20 ml) and water (20 ml), dried over MgSO4 and then the solvent w...